This data is from the Open Reaction Database (ORD), a public repository of structured organic reaction records. The task is: describe an organic reaction: reactants, conditions, products, and yield Reported procedure: The present compound was synthesized by a method similar to that in Example 210 and using 2-amino-6-chloro-1-oxo-4-phenyl-1,2-dihydroisoquinoline-3-carboxylic acid methyl ester (210 mg) and isovaleraldehyde. A colorless powder (95 mg). RXN SMILES: [CH3:1][O:2][C:3]([C:5]1[N:6]([NH2:23])[C:7](=[O:22])[C:8]2[C:13]([C:14]=1[C:15]1[CH:20]=[CH:19][CH:18]=[CH:17][CH:16]=1)=[CH:12][C:11]([Cl:21])=[CH:10][CH:9]=2)=[O:4].[CH:24](=O)[CH2:25][CH:26]([CH3:28])[CH3:27]>>[CH3:1][O:2][C:3]([C:5]1[N:6]([N:23]=[CH:24][CH2:25][CH:26]([CH3:28])[CH3:27])[C:7](=[O:22])[C:8]2[C:13]([C:14]=1[C:15]1[CH:20]=[CH:19][CH:18]=[CH:17][CH:16]=1)=[CH:12][C:11]([Cl:21])=[CH:10][CH:9]=2)=[O:4]. Yields the product COC(=O)C=1N(C(C2=CC=C(C=C2C1C1=CC=CC=C1)Cl)=O)N=CCC(C)C (6-chloro-2-(3-methylbutylidenamino)-1-oxo-4-phenyl-1,2-dihydroisoquinoline-3-carboxylic acid methyl ester). The reactants are COC(=O)C=1N(C(C2=CC=C(C=C2C1C1=CC=CC=C1)Cl)=O)N (2-amino-6-chloro-1-oxo-4-phenyl-1,2-dihydroisoquinoline-3-carboxylic acid methyl ester), C(CC(C)C)=O (isovaleraldehyde), powder. Reactants: CCCc1c(OCc2ccc(Oc3ccc(C#N)cn3)cc2)ccc(C(C)=O)c1O, CC(C)O, Cl, [K+], [OH-], O. Yields the product CCCc1c(OCc2ccc(Oc3ccc(C(=O)O)cn3)cc2)ccc(C(C)=O)c1O. RXN SMILES: [C:1]([CH3:2])(=[O:3])[c:4]1[c:5]([OH:30])[c:6]([CH2:27][CH2:28][CH3:29])[c:7]([O:8][CH2:9][c:10]2[cH:11][cH:12][c:13]([O:14][c:15]3[n:16][cH:17][c:18]([C:19]#[N:20])[cH:21][cH:22]3)[cH:23][cH:24]2)[cH:25][cH:26]1.[CH:33]([OH:34])([CH3:35])[CH3:36].[ClH:37].[K+:32].[OH-:31].[OH2:38]>>[C:1]([CH3:2])(=[O:3])[c:4]1[c:5]([OH:30])[c:6]([CH2:27][CH2:28][CH3:29])[c:7]([O:8][CH2:9][c:10]2[cH:11][cH:12][c:13]([O:14][c:15]3[n:16][cH:17][c:18]([C:19](=[O:31])[OH:38])[cH:21][cH:22]3)[cH:23][cH:24]2)[cH:25][cH:26]1. The reactants are Cc1ccccc1, O=Cc1ccc(Cl)cc1, NCC(CO)(c1ccccc1)c1ccccc1, Cc1ccc(S(=O)(=O)O)cc1. The product is Clc1ccc(C2NCC(c3ccccc3)(c3ccccc3)CO2)cc1. Reaction SMILES: [CH3:38][c:39]1[cH:40][cH:41][cH:42][cH:43][cH:44]1.[Cl:18][c:19]1[cH:20][cH:21][c:22]([CH:23]=[O:24])[cH:25][cH:26]1.[NH2:1][CH2:2][C:3]([CH2:4][OH:5])([c:6]1[cH:7][cH:8][cH:9][cH:10][cH:11]1)[c:12]1[cH:13][cH:14][cH:15][cH:16][cH:17]1.[c:27]1([CH3:28])[cH:29][cH:30][c:31]([S:32]([OH:33])(=[O:34])=[O:35])[cH:36][cH:37]1>>[NH:1]1[CH2:2][C:3]([c:6]2[cH:7][cH:8][cH:9][cH:10][cH:11]2)([c:12]2[cH:13][cH:14][cH:15][cH:16][cH:17]2)[CH2:4][O:5][CH:23]1[c:22]1[cH:21][cH:20][c:19]([Cl:18])[cH:26][cH:25]1. The reactants are CCN1CCN(c2ccc([N+](=O)[O-])cc2)CC1, CO. Product: CCN1CCN(c2ccc(N)cc2)CC1. RXN SMILES: [CH2:1]([CH3:2])[N:3]1[CH2:4][CH2:5][N:6]([c:9]2[cH:10][cH:11][c:12]([N+:15]([O-:16])=[O:17])[cH:13][cH:14]2)[CH2:7][CH2:8]1.[CH3:18][OH:19]>>[CH2:1]([CH3:2])[N:3]1[CH2:4][CH2:5][N:6]([c:9]2[cH:10][cH:11][c:12]([NH2:15])[cH:13][cH:14]2)[CH2:7][CH2:8]1.